Dataset: the Open Reaction Database (ORD), a public repository of structured organic reaction records. Task: describe an organic reaction: reactants, conditions, products, and yield RXN SMILES: [CH:1]1([N:4]([C:5]([CH:6]([CH2:7][NH:8][C:9](=[O:10])[O:11][C:12]([CH3:13])([CH3:14])[CH3:15])[CH2:16][c:17]2[cH:18][cH:19][c:20]([O:23][CH2:24][CH2:25][O:26][c:27]3[c:28]([Cl:35])[cH:29][c:30]([CH3:34])[cH:31][c:32]3[Cl:33])[cH:21][cH:22]2)=[O:36])[CH2:37][c:38]2[cH:39][c:40]([CH2:52][CH2:53][CH2:54][O:55][CH3:56])[cH:41][c:42]([O:44][CH2:45][CH2:46][N:47]3[CH2:48][CH2:49][CH2:50][CH2:51]3)[cH:43]2)[CH2:2][CH2:3]1.[Cl:58][CH2:59][Cl:60].[ClH:57]>>[CH:1]1([N:4]([C:5]([CH:6]([CH2:7][NH2:8])[CH2:16][c:17]2[cH:18][cH:19][c:20]([O:23][CH2:24][CH2:25][O:26][c:27]3[c:28]([Cl:35])[cH:29][c:30]([CH3:34])[cH:31][c:32]3[Cl:33])[cH:21][cH:22]2)=[O:36])[CH2:37][c:38]2[cH:39][c:40]([CH2:52][CH2:53][CH2:54][O:55][CH3:56])[cH:41][c:42]([O:44][CH2:45][CH2:46][N:47]3[CH2:48][CH2:49][CH2:50][CH2:51]3)[cH:43]2)[CH2:2][CH2:3]1. Yields the product COCCCc1cc(CN(C(=O)C(CN)Cc2ccc(OCCOc3c(Cl)cc(C)cc3Cl)cc2)C2CC2)cc(OCCN2CCCC2)c1. The reactants are COCCCc1cc(CN(C(=O)C(CNC(=O)OC(C)(C)C)Cc2ccc(OCCOc3c(Cl)cc(C)cc3Cl)cc2)C2CC2)cc(OCCN2CCCC2)c1, ClCCl, Cl. Starting materials: OC=1C=2C3=C(NC(C2C=CC1)=O)SC=N3 (9-hydroxy-4H-1,3-thiazolo[5,4-c]isoquinolin-5-one), [Cl-].C[N+](=C)C (dimethyl-methylene-ammonium chloride). The solvent is CN(C)C=O.C(C)#N (DMF acetonitrile). Product: Cl.CN(C)CC=1SC=2NC(C=3C=CC=C(C3C2N1)O)=O (2-Dimethylaminomethyl-9-hydroxy-4H-1,3-thiazolo[5,4-c]isoquinolin-5-one hydrochloride). The yield is 13.0%. Reaction SMILES: [OH:1][C:2]1[C:3]2[C:4]3[N:15]=[CH:14][S:13][C:5]=3[NH:6][C:7](=[O:12])[C:8]=2[CH:9]=[CH:10][CH:11]=1.[Cl-:16].[CH3:17][N+:18]([CH3:20])=[CH2:19]>CN(C=O)C.C(#N)C>[ClH:16].[CH3:17][N:18]([CH2:20][C:14]1[S:13][C:5]2[NH:6][C:7](=[O:12])[C:8]3[CH:9]=[CH:10][CH:11]=[C:2]([OH:1])[C:3]=3[C:4]=2[N:15]=1)[CH3:19] |f:1.2,3.4,5.6|. Procedure: To a solution of 9-hydroxy-4H-1,3-thiazolo[5,4-c]isoquinolin-5-one in DMF/acetonitrile (3 ml, 1:2) was added dimethyl-methylene-ammonium chloride (0.043 g, 0.46 mmol) and the resulting mixture was refluxed under Ar for 42 hours. After cooling and concentration, the residue was purified via flash chromatography on SiO2 to give the title compound (0.008 g, a 13% yield) as solid. m.p.>250° C.; 1H NMR (400 MHz, DMSO) δ 2.36 (s, 6H, N(CH3)2), 3.93 (m, 2H, CH2N), 7.24 (d, 1H, Ar), 7.44 (t, 1H, Ar), 7....